Dataset: the Open Reaction Database (ORD), a public repository of structured organic reaction records. Task: describe an organic reaction: reactants, conditions, products, and yield Yields the product CC=1C=C(C(C(=O)OC)=CC1[N+](=O)[O-])C(=O)OC (dimethyl 4-methyl-5-nitrophthalate). RXN SMILES: [CH3:1][C:2]1[CH:3]=[C:4]2[C:9](=[O:10])[O:8][C:6](=O)[C:5]2=[CH:11][CH:12]=1.S(=O)(=O)(O)O.[N+:18]([O-:21])(O)=[O:19].[C:22](=[O:25])([O-:24])[O-].[K+].[K+].S(OC)(O[CH3:32])(=O)=O>O>[CH3:1][C:2]1[CH:3]=[C:4]([C:9]([O:8][CH3:6])=[O:10])[C:5](=[CH:11][C:12]=1[N+:18]([O-:21])=[O:19])[C:22]([O:24][CH3:32])=[O:25] |f:3.4.5|. The solvent is O (water). Isolated yield 31.0%. Reaction conditions: temperature 80 celsius, time 16 hour. Reported procedure: A, B: 4-Methylphthalic anhydride 9a (67.5 mmol, 10.94 g) and concentrated sulfuric acid (10 mL) were placed in a three-necked round-bottomed flask and the mixture was stirred mechanically at 80° C. A mixture of fuming nitric acid (d=1.5, 4.2 mL) and concentrated sulfuric acid (3.0 mL) was added slowly from a dropping funnel at such a rate as to maintain the temperature of the stirred mixture at 100-110° C. Then concentrated nitric acid (d=1.42, 18 mL) was added as rapidly as possible without cau... The reactants are [N+](=O)(O)[O-] (nitric acid), CC=1C=C2C(C(=O)OC2=O)=CC1 (4-Methylphthalic anhydride), S(O)(O)(=O)=O (sulfuric acid), S(=O)(=O)(OC)OC (Dimethyl sulfate), [N+](=O)(O)[O-] (nitric acid), S(O)(O)(=O)=O (sulfuric acid), C([O-])([O-])=O.[K+].[K+] (potassium carbonate). Starting materials: ClCCl, CCCCCC(C)C(C)c1cc(O)c2c(c1)OC(C)(C)C1=C2CCC1, C(=NC1CCCCC1)=NC1CCCCC1, Cl, Cl, O=C(O)CCN1CCCCC1. Product: CCCCCC(C)C(C)c1cc(OC(=O)CCN2CCCCC2)c2c(c1)OC(C)(C)C1=C2CCC1, Cl. Reaction SMILES: [CH2:54]([Cl:55])[Cl:56].[CH3:1][C:2]1([CH3:25])[O:3][c:4]2[c:5]([c:11]([OH:24])[cH:12][c:13]([CH:15]([CH3:16])[CH:17]([CH2:18][CH2:19][CH2:20][CH2:21][CH3:22])[CH3:23])[cH:14]2)[C:6]2=[C:7]1[CH2:8][CH2:9][CH2:10]2.[CH:26]1([N:27]=[C:28]=[N:29][CH:30]2[CH2:31][CH2:32][CH2:33][CH2:34][CH2:35]2)[CH2:36][CH2:37][CH2:38][CH2:39][CH2:40]1.[ClH:41].[ClH:53].[N:42]1([CH2:48][CH2:49][C:50](=[O:51])[OH:52])[CH2:43][CH2:44][CH2:45][CH2:46][CH2:47]1>>[CH3:1][C:2]1([CH3:25])[O:3][c:4]2[c:5]([c:11]([O:24][C:50]([CH2:49][CH2:48][N:42]3[CH2:43][CH2:44][CH2:45][CH2:46][CH2:47]3)=[O:51])[cH:12][c:13]([CH:15]([CH3:16])[CH:17]([CH2:18][CH2:19][CH2:20][CH2:21][CH3:22])[CH3:23])[cH:14]2)[C:6]2=[C:7]1[CH2:8][CH2:9][CH2:10]2.[ClH:41].